From a dataset of the Open Reaction Database (ORD), a public repository of structured organic reaction records. describe an organic reaction: reactants, conditions, products, and yield Starting materials: C(\C=C\C(=O)O)(=O)O (fumaric acid), N1C(=NCC1)CNC1=C(C=CC=C1)S(=O)C ((+)-N-(4,5-dihydro-1H-imidazol-2-ylmethyl)-2-(methylsulfinyl)aniline). Solvent: CO (methanol). Product: C(\C=C\C(=O)O)(=O)O.N1C(=NCC1)CNC1=C(C=CC=C1)S(=O)C ((+)-N-(4,5-dihydro-1H-imidazol-2-ylmethyl)-2-(methylsulfinyl)aniline Fumaric Acid Salt). Reaction SMILES: [C:1]([OH:8])(=[O:7])/[CH:2]=[CH:3]/[C:4]([OH:6])=[O:5].[NH:9]1[CH2:13][CH2:12][N:11]=[C:10]1[CH2:14][NH:15][C:16]1[CH:21]=[CH:20][CH:19]=[CH:18][C:17]=1[S:22]([CH3:24])=[O:23]>CO>[C:1]([OH:8])(=[O:7])/[CH:2]=[CH:3]/[C:4]([OH:6])=[O:5].[NH:11]1[CH2:12][CH2:13][N:9]=[C:10]1[CH2:14][NH:15][C:16]1[CH:21]=[CH:20][CH:19]=[CH:18][C:17]=1[S:22]([CH3:24])=[O:23] |f:3.4|. Reported procedure: The later eluting enantiomer from Example 12 (24 min) was converted to its fumaric acid salt and determined to be (+)-N-(4,5-dihydro-1H-imidazol-2-ylmethyl)-2-(methylsulfinyl)aniline by measurement of its optical rotation in methanol. The reactants are CC(C)c1cc(C(C)C)c(-c2ccccc2P(C(C)(C)C)C(C)(C)C)c(C(C)C)c1, C1CCOC1, COc1ccc(N)cc1, CC(C)(C)[O-], COc1ccc(Nc2ncc(Cl)cc2-c2nc(C)nc3c2ncn3C2CCCCO2)cn1, [Na+], O=C(C=Cc1ccccc1)C=Cc1ccccc1, O=C(C=Cc1ccccc1)C=Cc1ccccc1, O=C(C=Cc1ccccc1)C=Cc1ccccc1, O, [Pd], [Pd]. Yields the product COc1ccc(Nc2cnc(Nc3ccc(OC)nc3)c(-c3nc(C)nc4c3ncn4C3CCCCO3)c2)cc1. RXN SMILES: [C:48]([P:49]([C:50]([CH3:51])([CH3:52])[CH3:53])[c:54]1[cH:55][cH:56][cH:57][cH:58][c:59]1-[c:60]1[c:61]([CH:62]([CH3:63])[CH3:64])[cH:65][c:66]([CH:67]([CH3:68])[CH3:69])[cH:70][c:71]1[CH:72]([CH3:73])[CH3:74])([CH3:75])([CH3:76])[CH3:77].[CH2:78]1[O:79][CH2:80][CH2:81][CH2:82]1.[CH3:33][O:34][c:35]1[cH:36][cH:37][c:38]([NH2:41])[cH:39][cH:40]1.[CH3:42][C:43]([CH3:44])([O-:45])[CH3:46].[Cl:1][c:2]1[cH:3][c:4](-[c:17]2[c:18]3[n:19][cH:20][n:21]([CH:27]4[O:28][CH2:29][CH2:30][CH2:31][CH2:32]4)[c:22]3[n:23][c:24]([CH3:26])[n:25]2)[c:5]([NH:8][c:9]2[cH:10][n:11][c:12]([O:15][CH3:16])[cH:13][cH:14]2)[n:6][cH:7]1.[Na+:47].[O:104]=[C:105]([CH:106]=[CH:107][c:108]1[cH:109][cH:110][cH:111][cH:112][cH:113]1)[CH:114]=[CH:115][c:116]1[cH:117][cH:118][cH:119][cH:120][cH:121]1.[O:122]=[C:123]([CH:124]=[CH:125][c:126]1[cH:127][cH:128][cH:129][cH:130][cH:131]1)[CH:132]=[CH:133][c:134]1[cH:135][cH:136][cH:137][cH:138][cH:139]1.[O:86]=[C:87]([CH:88]=[CH:89][c:90]1[cH:91][cH:92][cH:93][cH:94][cH:95]1)[CH:96]=[CH:97][c:98]1[cH:99][cH:100][cH:101][cH:102][cH:103]1.[OH2:83].[Pd:84].[Pd:85]>>[c:2]1([NH:41][c:38]2[cH:37][cH:36][c:35]([O:34][CH3:33])[cH:40][cH:39]2)[cH:3][c:4](-[c:17]2[c:18]3[n:19][cH:20][n:21]([CH:27]4[O:28][CH2:29][CH2:30][CH2:31][CH2:32]4)[c:22]3[n:23][c:24]([CH3:26])[n:25]2)[c:5]([NH:8][c:9]2[cH:10][n:11][c:12]([O:15][CH3:16])[cH:13][cH:14]2)[n:6][cH:7]1. Starting materials: ClC=1C=C(C=C(C1)Cl)SC1=C(NC2=CC(=CC=C12)C)CCC(=O)N (3-(3-((3,5-Dichlorophenyl)thio)-6-methyl-1H-indol-2-yl)propanamide), acid chloride, ClC1=CC=C(C=C1)SC1=C(NC2=CC=CC(=C12)C)C(=O)O (3-((4-Chlorophenyl)thio)-4-methyl-1H-indole-2-carboxylic acid), C(C(=O)Cl)(=O)Cl (oxalyl chloride), C(C1=CC=CC=C1)O (benzyl alcohol), N1=CC=CC=C1 (pyridine). Run in C1CCOC1 (THF). Product: ClC1=CC=C(C=C1)SC1=C(NC2=CC=CC(=C12)C)C(=O)OCC1=CC=CC=C1 (Benzyl 3-((4-chlorophenyl)thio)-4-methyl-1H-indole-2-carboxylate). Yield: 20.0%. As a reaction SMILES: ClC1C=C(SC2[C:18]3[C:13](=[CH:14][C:15]([CH3:19])=[CH:16][CH:17]=3)NC=2CCC(N)=O)C=C(Cl)C=1.[Cl:25][C:26]1[CH:31]=[CH:30][C:29]([S:32][C:33]2[C:41]3[C:36](=[CH:37][CH:38]=[CH:39][C:40]=3[CH3:42])[NH:35][C:34]=2[C:43]([OH:45])=[O:44])=[CH:28][CH:27]=1.C(Cl)(=O)C(Cl)=O.C(O)C1C=CC=CC=1.N1C=CC=CC=1>C1COCC1>[Cl:25][C:26]1[CH:27]=[CH:28][C:29]([S:32][C:33]2[C:41]3[C:36](=[CH:37][CH:38]=[CH:39][C:40]=3[CH3:42])[NH:35][C:34]=2[C:43]([O:45][CH2:19][C:15]2[CH:16]=[CH:17][CH:18]=[CH:13][CH:14]=2)=[O:44])=[CH:30][CH:31]=1. Procedure: Following the method used to prepare 24a, the use of 1a (0.21 mmol) and oxalyl chloride in THF followed by allowing the intermediate acid chloride to react with benzyl alcohol (33 μL, 0.32 mmol) in the presence of pyridine (54 μL, 0.68 mmol) provided 17 mg (20%) of product 17 as a pale yellow foam. 1H NMR (300 MHz, DMSO-d6) δ 2.59 (s, 3H), 5.36 (s, 2H), 6.89 (d, J=7 Hz, 1H), 6.95 (d, J=9 Hz, 1H), 7.22 (d, J=8 Hz, 2H), 7.24-7.27 (m, 2H), 7.31-7.39 (m, 5H), 7.43 (d, J=8 Hz, 1H), 12.45 (s, 1H). LC-... Starting materials: CN (methylamine), FC(CCCCCCC1=C(S(=O)(=O)[O-])C=CC(=C1)C)(C(C(C(F)(F)F)(F)F)(F)F)F (7,7,8,8,9,9,10,10,10-nonafluoro-decyltosylate), CN (methylamine). The solvent is O1CCCC1 (tetrahydrofuran). Reaction conditions: time 8 hour. Yields the product CNCCCCCCC(C(C(C(F)(F)F)(F)F)(F)F)(F)F (methyl-(7,7,8,8,9,9,10,10,10-nonafluoro-decyl)-amine). Yield: 96.0%. RXN SMILES: [CH3:1][NH2:2].[F:3][C:4]([F:32])([C:22]([F:31])([F:30])[C:23]([F:29])([F:28])[C:24]([F:27])([F:26])[F:25])[CH2:5][CH2:6][CH2:7][CH2:8][CH2:9][CH2:10]C1C=C(C)C=CC=1S([O-])(=O)=O>O1CCCC1>[CH3:1][NH:2][CH2:10][CH2:9][CH2:8][CH2:7][CH2:6][CH2:5][C:4]([F:32])([F:3])[C:22]([F:31])([F:30])[C:23]([F:29])([F:28])[C:24]([F:27])([F:26])[F:25]. Procedure details: 4.12 g of methylamine is condensed in a solution of 3.89 g of 7,7,8,8,9,9,10,10,10-nonafluoro-decyltosylate in 10 ml of absolute tetrahydrofuran at −20° C., and it is stirred overnight in a pressure vessel at room temperature. After the pressure vessel was opened at −20° C., it is allowed to come to room temperature to allow excess methylamine to evaporate off. The reaction solution is taken up in dichloromethane, washed with water, dried on magnesium sulfate and concentrated by evaporation in a... Starting materials: C(CCCCC)OC=1C(OC2=C(C1O)C=CC=C2O)=O (3-hexyloxy-4,8-dihydroxy-2H-1-benzopyran-2-one), BrC(CC(=O)OCC)C (ethyl 3-bromobutanoate). Yields the product C(CCCCC)OC=1C(OC2=C(C1O)C=CC=C2OCCCC(=O)OCC)=O (3-hexyloxy-4-hydroxy-8-(3-ethoxycarbonylpropyloxy)-2H-1-benzopyran-2-one). RXN SMILES: [CH2:1]([O:7][C:8]1[C:9](=[O:20])[O:10][C:11]2[C:18]([OH:19])=[CH:17][CH:16]=[CH:15][C:12]=2[C:13]=1[OH:14])[CH2:2][CH2:3][CH2:4][CH2:5][CH3:6].Br[CH:22]([CH3:29])[CH2:23][C:24]([O:26][CH2:27][CH3:28])=[O:25]>>[CH2:1]([O:7][C:8]1[C:9](=[O:20])[O:10][C:11]2[C:18]([O:19][CH2:29][CH2:22][CH2:23][C:24]([O:26][CH2:27][CH3:28])=[O:25])=[CH:17][CH:16]=[CH:15][C:12]=2[C:13]=1[OH:14])[CH2:2][CH2:3][CH2:4][CH2:5][CH3:6]. Reported procedure: In the same manner as in Reference Example 3, except that an equimolar amount of 3-hexyloxy-4,8-dihydroxy-2H-1-benzopyran-2-one was used in place of 3-hexyloxy-4,5-dihydroxy-2H-1-benzopyran-2-one, and ethyl 3-bromobutanoate was used in place of ethyl bromoacetate in Reference Example 3, 3-hexyloxy-4-hydroxy-8-(3-ethoxycarbonylpropyloxy)-2H-1-benzopyran-2-one was obtained. RXN SMILES: [CH2:1]([c:2]1[cH:3][cH:4][cH:5][cH:6][cH:7]1)[O:8][CH:9]1[CH:10]([CH2:35][O:36][CH2:37][c:38]2[cH:39][cH:40][cH:41][cH:42][cH:43]2)[N:11]([CH2:22][CH2:23][N:24]2[C:25](=[O:26])[c:27]3[cH:28][cH:29][cH:30][cH:31][c:32]3[C:33]2=[O:34])[CH2:12][CH:13]1[O:14][CH2:15][c:16]1[cH:17][cH:18][cH:19][cH:20][cH:21]1.[CH3:45][CH2:46][OH:47].[NH2:48][NH2:49].[OH2:44]>>[CH2:1]([c:2]1[cH:3][cH:4][cH:5][cH:6][cH:7]1)[O:8][CH:9]1[CH:10]([CH2:35][O:36][CH2:37][c:38]2[cH:39][cH:40][cH:41][cH:42][cH:43]2)[N:11]([CH2:22][CH2:23][NH2:24])[CH2:12][CH:13]1[O:14][CH2:15][c:16]1[cH:17][cH:18][cH:19][cH:20][cH:21]1. The product is NCCN1CC(OCc2ccccc2)C(OCc2ccccc2)C1COCc1ccccc1. Reactants: O=C1c2ccccc2C(=O)N1CCN1CC(OCc2ccccc2)C(OCc2ccccc2)C1COCc1ccccc1, CCO, NN, O. The reactants are C(C1=CC=CC=C1)N1CCCC2=CC(=CC=C12)OC(NC1=CC(=CC=C1)Br)=O (3-bromo-phenyl -carbamic acid 1-benzyl-1, 2, 3, 4-tetrahydro-quinolin-6-yl ester), [H][H] (hydrogen). The reagents and catalysts are [Pd] (Pd—C). The solvent is C(C)O (ethanol). The product is N1CCCC2=CC(=CC=C12)OC(NC1=CC(=CC=C1)Br)=O ((3-Bromo-phenyl)-carbamic acid 1,2,3,4-tetrahydro-quinolin-6-yl ester). As a reaction SMILES: C([N:8]1[C:17]2[C:12](=[CH:13][C:14]([O:18][C:19](=[O:28])[NH:20][C:21]3[CH:26]=[CH:25][CH:24]=[C:23]([Br:27])[CH:22]=3)=[CH:15][CH:16]=2)[CH2:11][CH2:10][CH2:9]1)C1C=CC=CC=1.[H][H]>C(O)C.[Pd]>[NH:8]1[C:17]2[C:12](=[CH:13][C:14]([O:18][C:19](=[O:28])[NH:20][C:21]3[CH:26]=[CH:25][CH:24]=[C:23]([Br:27])[CH:22]=3)=[CH:15][CH:16]=2)[CH2:11][CH2:10][CH2:9]1. Procedure: A nitrogen flushed mixture of 3-bromo-phenyl -carbamic acid 1-benzyl-1, 2, 3, 4-tetrahydro-quinolin-6-yl ester (0.218 g., ½ mmol) and 5% Pd—C (0.02 g.) in absolute ethanol (25 ml) was shaken in a par apparatus at room temperature (38° C.) under 50 psi pressure of hydrogen for 4 hours. Pd—C was then discarded through filtration. The reaction mixture was concentrated under reduced pressure and the residue was washed with dichloromethane (2×3 ml) to give 2c; yield: 0.16 g. (92.4%), m.p.: 198° C., C...